This data is from the Open Reaction Database (ORD), a public repository of structured organic reaction records. The task is: describe an organic reaction: reactants, conditions, products, and yield The reactants are Cl, [Na+], CC(=O)Nc1ccccc1NS(=O)(=O)c1cc(C(=O)O)cc(NCc2ccco2)c1Oc1ccccc1, [OH-]. The product is Nc1ccccc1NS(=O)(=O)c1cc(C(=O)O)cc(NCc2ccco2)c1Oc1ccccc1. Reaction SMILES: [ClH:38].[Na+:40].[O:1]([c:2]1[cH:3][cH:4][cH:5][cH:6][cH:7]1)[c:8]1[c:9]([NH:31][CH2:32][c:33]2[cH:34][cH:35][cH:36][o:37]2)[cH:10][c:11]([C:12](=[O:13])[OH:14])[cH:15][c:16]1[S:17]([NH:18][c:19]1[c:20]([NH:25][C:26](=[O:27])[CH3:28])[cH:21][cH:22][cH:23][cH:24]1)(=[O:29])=[O:30].[OH-:39]>>[O:1]([c:2]1[cH:3][cH:4][cH:5][cH:6][cH:7]1)[c:8]1[c:9]([NH:31][CH2:32][c:33]2[cH:34][cH:35][cH:36][o:37]2)[cH:10][c:11]([C:12](=[O:13])[OH:14])[cH:15][c:16]1[S:17]([NH:18][c:19]1[c:20]([NH2:25])[cH:21][cH:22][cH:23][cH:24]1)(=[O:29])=[O:30]. The reactants are CS(C)=O, COc1cc2nccc(Cl)c2cc1OC, [H-], Cc1cc(O)c(C)cc1N, [Na+], O. The product is COc1cc2nccc(Oc3cc(C)c(N)cc3C)c2cc1OC. Reaction SMILES: [CH3:3][S:4](=[O:5])[CH3:6].[Cl:17][c:18]1[cH:19][cH:20][n:21][c:22]2[cH:23][c:24]([O:30][CH3:31])[c:25]([O:28][CH3:29])[cH:26][c:27]12.[H-:1].[NH2:7][c:8]1[cH:9][c:10]([CH3:16])[c:11]([OH:15])[cH:12][c:13]1[CH3:14].[Na+:2].[OH2:32]>>[NH2:7][c:8]1[cH:9][c:10]([CH3:16])[c:11]([O:15][c:18]2[cH:19][cH:20][n:21][c:22]3[cH:23][c:24]([O:30][CH3:31])[c:25]([O:28][CH3:29])[cH:26][c:27]23)[cH:12][c:13]1[CH3:14]. Procedure details: To a suspension of 1-(2,3-dimethyl-2H-indazol-5-yl)-4-hydroxypyridin-2(1H)-one (50 mg), (3-chlorophenyl)methanol (56 mg) and triphenylphosphine (154 mg) in tetrahydrofuran (5 ml) was added bis(2-methoxyethyl)azodicarboxylate (138 mg) at room temperature, and the mixture was stirred at the same temperature for 3 hr. The reaction mixture was diluted with ethyl acetate, washed with water and saturated brine, dried over anhydrous magnesium sulfate, and concentrated under reduced pressure. The obtain... The product is ClC=1C=C(COC2=CC(N(C=C2)C2=CC3=C(N(N=C3C=C2)C)C)=O)C=CC1 (4-[(3-chlorobenzyl)oxy]-1-(2,3-dimethyl-2H-indazol-5-yl)pyridin-2(1H)-one). Conditions: time 3 hour. Run in O1CCCC1 (tetrahydrofuran), C(C)(=O)OCC (ethyl acetate). Isolated yield 48.4%. The reactants are bis(2-methoxyethyl)azodicarboxylate, CN1N=C2C=CC(=CC2=C1C)N1C(C=C(C=C1)O)=O (1-(2,3-dimethyl-2H-indazol-5-yl)-4-hydroxypyridin-2(1H)-one), ClC=1C=C(C=CC1)CO ((3-chlorophenyl)methanol), C1(=CC=CC=C1)P(C1=CC=CC=C1)C1=CC=CC=C1 (triphenylphosphine). Reaction SMILES: [CH3:1][N:2]1[C:10]([CH3:11])=[C:9]2[C:4]([CH:5]=[CH:6][C:7]([N:12]3[CH:17]=[CH:16][C:15]([OH:18])=[CH:14][C:13]3=[O:19])=[CH:8]2)=[N:3]1.[Cl:20][C:21]1[CH:22]=[C:23]([CH2:27]O)[CH:24]=[CH:25][CH:26]=1.C1(P(C2C=CC=CC=2)C2C=CC=CC=2)C=CC=CC=1>O1CCCC1.C(OCC)(=O)C>[Cl:20][C:21]1[CH:22]=[C:23]([CH:24]=[CH:25][CH:26]=1)[CH2:27][O:18][C:15]1[CH:16]=[CH:17][N:12]([C:7]2[CH:6]=[CH:5][C:4]3[C:9](=[C:10]([CH3:11])[N:2]([CH3:1])[N:3]=3)[CH:8]=2)[C:13](=[O:19])[CH:14]=1. Starting materials: [C-]#N, CC(C)C[Al+]CC(C)C, CC[Al+]CC, Cc1ccccc1, CO, [H-], [Na+], [Na+], O=S(=O)([O-])[O-], N#CCOc1ccccc1. Product: N#CC(N)COc1ccccc1. As a reaction SMILES: [C-:21]#[N:22].[CH2:12]([Al+:13][CH2:14][CH:15]([CH3:16])[CH3:17])[CH:18]([CH3:19])[CH3:20].[CH2:23]([Al+:24][CH2:25][CH3:26])[CH3:27].[CH3:35][c:36]1[cH:37][cH:38][cH:39][cH:40][cH:41]1.[CH3:42][OH:43].[H-:11].[Na+:28].[Na+:29].[O-:30][S:31](=[O:32])(=[O:33])[O-:34].[O:1]([c:2]1[cH:3][cH:4][cH:5][cH:6][cH:7]1)[CH2:8][C:9]#[N:10]>>[O:1]([c:2]1[cH:3][cH:4][cH:5][cH:6][cH:7]1)[CH2:8][CH:9]([NH2:10])[C:21]#[N:22]. Reactants: CCOC(=O)c1ccc(C)[nH]1, O=C(Cl)Cc1ccc(F)cc1. The product is CCOC(=O)c1cc(C(=O)Cc2ccc(F)cc2)c(C)[nH]1. RXN SMILES: [CH2:1]([CH3:2])[O:3][C:4](=[O:5])[c:6]1[nH:7][c:8]([CH3:11])[cH:9][cH:10]1.[F:12][c:13]1[cH:14][cH:15][c:16]([CH2:19][C:20](=[O:21])[Cl:22])[cH:17][cH:18]1>>[CH2:1]([CH3:2])[O:3][C:4](=[O:5])[c:6]1[nH:7][c:8]([CH3:11])[c:9]([C:20]([CH2:19][c:16]2[cH:15][cH:14][c:13]([F:12])[cH:18][cH:17]2)=[O:21])[cH:10]1. Reactants: O (water), B(Br)(Br)Br (BBr3), 0.98, ClC12CC(CCC2O1)(F)Cl (1,3-dichloro-3-fluoro-7-oxabicyclo[4.1.0]heptane). The solvent is ClCCl (dichloromethane), ClCCl (dichloromethane). Product: BrC1(C(C(CCC1)(F)Cl)O)Cl (2-bromo-2,6-dichloro-6-fluorocyclohexanol). RXN SMILES: B(Br)(Br)[Br:2].[Cl:5][C:6]12O[CH:11]1[CH2:10][CH2:9][C:8]([Cl:14])([F:13])[CH2:7]2.[OH2:15]>ClCCl>[Br:2][C:6]1([Cl:5])[CH2:11][CH2:10][CH2:9][C:8]([Cl:14])([F:13])[CH:7]1[OH:15]. Procedure details: 2.91 cm3 (2.91 mmol) of BBr3 in molar solution in dichloromethane were introduced at 4° C. under argon atmosphere into 0.98 (5.3 mmol) of epoxide 2e in solution in 6.5 cm3 dichloromethane. The reaction mixture was then allowed to return to room temperature and stirring was continued (1 h 30 min). 5 cm3 of distilled water were then added and the mixture was extracted with dichloromethane (4×10 cm3). The extract was dried over MgSO4, filtered and evaporated down. The crude product was purified by ... Product: NS(=O)(=O)c1cc(C(=O)c2ccc(OC(F)(F)F)cc2)ccc1Cl. Reaction SMILES: [CH3:25][C:26](=[O:27])[CH3:28].[Cl:1][c:2]1[c:3]([S:21](=[O:22])(=[O:23])[NH2:24])[cH:4][c:5]([CH:8]([c:9]2[cH:10][cH:11][c:12]([O:15][C:16]([F:17])([F:18])[F:19])[cH:13][cH:14]2)[OH:20])[cH:6][cH:7]1.[OH2:29]>>[Cl:1][c:2]1[c:3]([S:21](=[O:22])(=[O:23])[NH2:24])[cH:4][c:5]([C:8]([c:9]2[cH:10][cH:11][c:12]([O:15][C:16]([F:17])([F:18])[F:19])[cH:13][cH:14]2)=[O:20])[cH:6][cH:7]1. The reactants are CC(C)=O, NS(=O)(=O)c1cc(C(O)c2ccc(OC(F)(F)F)cc2)ccc1Cl, O. Reactants: BrCCCBr, O=C([O-])[O-], COC(=O)c1ccc(O)c(-c2ccc(C(F)(F)F)cc2)c1, CC(C)=O, [K+], [K+]. The product is COC(=O)c1ccc(OCCCBr)c(-c2ccc(C(F)(F)F)cc2)c1. Reaction SMILES: [Br:22][CH2:23][CH2:24][CH2:25][Br:26].[C:27](=[O:28])([O-:29])[O-:30].[CH3:1][O:2][C:3](=[O:4])[c:5]1[cH:6][c:7](-[c:12]2[cH:13][cH:14][c:15]([C:18]([F:19])([F:20])[F:21])[cH:16][cH:17]2)[c:8]([OH:11])[cH:9][cH:10]1.[CH3:33][C:34](=[O:35])[CH3:36].[K+:31].[K+:32]>>[CH3:1][O:2][C:3](=[O:4])[c:5]1[cH:6][c:7](-[c:12]2[cH:13][cH:14][c:15]([C:18]([F:19])([F:20])[F:21])[cH:16][cH:17]2)[c:8]([O:11][CH2:25][CH2:24][CH2:23][Br:22])[cH:9][cH:10]1. The reactants are CCOC(=O)c1c(O)cc(O)nc1C(F)(F)F, O=[N+]([O-])O, O=S(=O)(O)O. Yields the product CCOC(=O)c1c(C(F)(F)F)nc(O)c([N+](=O)[O-])c1O. Reaction SMILES: [CH2:1]([CH3:2])[O:3][C:4]([c:5]1[c:6]([C:13]([F:14])([F:15])[F:16])[n:7][c:8]([OH:12])[cH:9][c:10]1[OH:11])=[O:17].[OH:18][N+:19]([O-:20])=[O:21].[S:22](=[O:23])(=[O:24])([OH:25])[OH:26]>>[CH2:1]([CH3:2])[O:3][C:4]([c:5]1[c:6]([C:13]([F:14])([F:15])[F:16])[n:7][c:8]([OH:12])[c:9]([N+:19](=[O:18])[O-:20])[c:10]1[OH:11])=[O:17].